This data is from the Open Reaction Database (ORD), a public repository of structured organic reaction records. The task is: describe an organic reaction: reactants, conditions, products, and yield The reactants are CCOC(=O)CN1C(=O)C(NC(=O)Nc2cccc(C)c2)N=C(c2ccccc2F)c2ccccc21, C1CCOC1, CCO, CO, CC(C)OC(C)C, [Na+], [OH-]. Yields the product Cc1cccc(NC(=O)NC2N=C(c3ccccc3F)c3ccccc3N(CC(=O)O)C2=O)c1. RXN SMILES: [CH2:1]([CH3:2])[O:3][C:4](=[O:5])[CH2:6][N:7]1[C:8](=[O:36])[CH:9]([NH:25][C:26](=[O:27])[NH:28][c:29]2[cH:30][c:31]([CH3:35])[cH:32][cH:33][cH:34]2)[N:10]=[C:11]([c:18]2[c:19]([F:24])[cH:20][cH:21][cH:22][cH:23]2)[c:12]2[c:13]1[cH:14][cH:15][cH:16][cH:17]2.[CH2:42]1[O:43][CH2:44][CH2:45][CH2:46]1.[CH3:39][CH2:40][OH:41].[CH3:47][OH:48].[CH:49]([O:50][CH:51]([CH3:52])[CH3:53])([CH3:54])[CH3:55].[Na+:38].[OH-:37]>>[O:3]=[C:4]([OH:5])[CH2:6][N:7]1[C:8](=[O:36])[CH:9]([NH:25][C:26](=[O:27])[NH:28][c:29]2[cH:30][c:31]([CH3:35])[cH:32][cH:33][cH:34]2)[N:10]=[C:11]([c:18]2[c:19]([F:24])[cH:20][cH:21][cH:22][cH:23]2)[c:12]2[c:13]1[cH:14][cH:15][cH:16][cH:17]2. The reactants are OS(=O)(=O)O (H2SO4), C1(=CC=CC=C1)C1C(C1)C(=O)Cl (2-phenyl-1-cyclopropanecarboxylic acid chloride), CC1(OC(CC(O1)=O)=O)C (2,2-dimethyl-1,3-dioxane-4,6-dione), N1=CC=CC=C1 (pyridine). Solvent: O (water), ClCCCl (1,2-dichloroethane), ClCCCl (1,2-dichloroethane). Run at time 1 hour. Product: C1(=CC=CC=C1)C1C(C1)C(CC(=O)OCC)=O (ethyl 3-(2-phenyl-1-cyclopropyl)-3-oxo-propanoate). Yield: 108.9%. As a reaction SMILES: [C:1]1([CH:7]2[CH2:9][CH:8]2[C:10](Cl)=[O:11])[CH:6]=[CH:5][CH:4]=[CH:3][CH:2]=1.[CH3:13][C:14]1(C)[O:19]C(=O)[CH2:17][C:16](=O)[O:15]1.N1C=CC=CC=1.OS(O)(=O)=O>ClCCCl.O>[C:1]1([CH:7]2[CH2:9][CH:8]2[C:10](=[O:11])[CH2:13][C:14]([O:15][CH2:16][CH3:17])=[O:19])[CH:6]=[CH:5][CH:4]=[CH:3][CH:2]=1. Reported procedure: A solution of 2-phenyl-1-cyclopropanecarboxylic acid chloride (15 g) in 1,2-dichloroethane (70 ml) is added at 0° C. to a solution of 2,2-dimethyl-1,3-dioxane-4,6-dione (Meldrum's acid, 12 g) and pyridine (13.2 g) in 1,2-dichloroethane (70 ml) and the solution is stirred at room temperature for one hour. A 2N water solution of H2SO4 (20 ml) is then added, the two layers are separated and the organic phase is washed twice with water (50 ml), dryed on Na2SO4 and evaporated in vacuum. The residue i...